Dataset: the Open Reaction Database (ORD), a public repository of structured organic reaction records. Task: describe an organic reaction: reactants, conditions, products, and yield Reactants: S1C(=CC=C1)C=O (thiophene-2-carboxaldehyde), C(CCC)N1C(NCC1=O)=O (3-n-butylhydantoin), C(O)CN (ethanolamine). The solvent is O.C(C)O (water ethanol). The product is C(CCC)N1C(NC(C1=O)=CC=1SC=CC1)=O (3-n-Butyl-5-(thiophen-2-yl methylene) hydantoin). Yield: 51.1%. Reaction SMILES: [S:1]1[CH:5]=[CH:4][CH:3]=[C:2]1[CH:6]=O.[CH2:8]([N:12]1[C:16](=[O:17])[CH2:15][NH:14][C:13]1=[O:18])[CH2:9][CH2:10][CH3:11].C(CN)O>O.C(O)C>[CH2:8]([N:12]1[C:16](=[O:17])[C:15](=[CH:6][C:2]2[S:1][CH:5]=[CH:4][CH:3]=2)[NH:14][C:13]1=[O:18])[CH2:9][CH2:10][CH3:11] |f:3.4|. Procedure details: A mixture of thiophene-2-carboxaldehyde (5.6 g; 0.05 mole), 3-n-butylhydantoin (7.8 g; 0.05 mole) and ethanolamine (4.6 g; 0.075 mole) in water/ethanol (50 ml/30 ml) was stirred and boiled under reflux for 4 hours. The mixture was cooled in the refrigerator and the resultant brownish yellow crystals filtered off, washed with water, sucked dry and recrystallised from ethyl acetate (with carbon treatment) to give the title compound (6.4 g; 51%) having m.p. 140° C. The reactants are S1C(=CC=C1)C#C ((thiophen-2-yl)acetylene), C(C1=CC=CC=C1)=O (benzaldehyde), C[Si](N[Si](C)(C)C)(C)C.[Li] (lithium hexamethyldisilazane), solution. The solvent is O1CCCC1 (tetrahydrofuran), O1CCCC1 (tetrahydrofuran), O1CCCC1 (tetrahydrofuran). Yields the product S1C(=CC=C1)C#CC(O)C1=CC=CC=C1 (α-[(Thiophen-2-yl)ethynyl]-benzenemethanol). Reaction SMILES: C[Si](C)(C)N[Si](C)(C)C.[Li].[S:11]1[CH:15]=[CH:14][CH:13]=[C:12]1[C:16]#[CH:17].[CH:18](=[O:25])[C:19]1[CH:24]=[CH:23][CH:22]=[CH:21][CH:20]=1>O1CCCC1>[S:11]1[CH:15]=[CH:14][CH:13]=[C:12]1[C:16]#[C:17][CH:18]([C:19]1[CH:24]=[CH:23][CH:22]=[CH:21][CH:20]=1)[OH:25] |f:0.1,^1:9|. Procedure: Place lithium hexamethyldisilazane (3 mL of a 1M solution in tetrahydrofuran, 3 mmol) under argon atmosphere and cool to 0° C. Add (thiophen-2-yl)acetylene (324 mg, 3 mmol) in tetrahydrofuran (20 mL) and stir at 0° C. until anion formation is complete. Add a solution of benzaldehyde (297 mg, 2.8 mmol) in tetrahydrofuran, remove the ice bath and stir at room temperature until the reaction is complete. Pour onto ethyl ether and water, separate the organic layer and dry (MgSO4). Filter and evaporat...